This data is from the Open Reaction Database (ORD), a public repository of structured organic reaction records. The task is: describe an organic reaction: reactants, conditions, products, and yield Reactants: C(C)(C)(C)C1=CC=C(C=C1)CC(CCl)C (3-(4-tert.butylphenyl)-2-methylpropyl chloride), CN1CCNCC1 (4-methylpiperazine), [OH-].[Na+] (sodium hyroxide). Solvent: CCOCC (ether). The product is CN1CCN(CC1)CC(CC1=CC=C(C=C1)C(C)(C)C)C (1-methyl-4-[3-(4-tert.-butylphenyl)-2-methylpropyl]-piperazine). Isolated yield 93.6%. Reaction SMILES: [C:1]([C:5]1[CH:10]=[CH:9][C:8]([CH2:11][CH:12]([CH3:15])[CH2:13]Cl)=[CH:7][CH:6]=1)([CH3:4])([CH3:3])[CH3:2].[CH3:16][N:17]1[CH2:22][CH2:21][NH:20][CH2:19][CH2:18]1.[OH-].[Na+]>CCOCC>[CH3:16][N:17]1[CH2:22][CH2:21][N:20]([CH2:13][CH:12]([CH3:15])[CH2:11][C:8]2[CH:9]=[CH:10][C:5]([C:1]([CH3:4])([CH3:3])[CH3:2])=[CH:6][CH:7]=2)[CH2:19][CH2:18]1 |f:2.3|. Procedure: 533 g of 3-(4-tert.butylphenyl)-2-methylpropyl chloride and 714 g of 4-methylpiperazine were stirred for 7 hours at 140° C. and then cooled to +10° C. in an ice bath, and 400 ml of 50% strength sodium hyroxide solution were added slowly, followed by the addition of 500 ml of ether. The organic phase was separated off, dried over sodium hydroxide and distilled to give 640 g of 1-methyl-4-[3-(4-tert.-butylphenyl)-2-methylpropyl]-piperazine of boiling point 135°-140° C./0.3 mbar. Reported procedure: Ethyl 2-(4-(4-(2-ethoxy-2-oxoethyl)phenyl)pyridin-2-yl)-2,2-difluoroacetate 203-4 (476 mg, 1.3 mmol) was dissolved in 5 mL MeOH and 2 mL 2N LiOH. The reaction mixture was stirred at 55° C. for 12 hrs. After cooling to room temperature, the mixture was redissolved in 5 mL DMF and 1.5 mL concentrated HCl. The solution was stirred at 130° C. for 3 hrs. After cooling to room temperature, the solution was poured into 5 ml water and extracted with ethyl acetate (5 mL×3). The combined organic phases we... Conditions: temperature 55 celsius, time 12 hour. As a reaction SMILES: C([O:3][C:4](=[O:26])[CH2:5][C:6]1[CH:11]=[CH:10][C:9]([C:12]2[CH:17]=[CH:16][N:15]=[C:14]([C:18]([F:25])([F:24])C(OCC)=O)[CH:13]=2)=[CH:8][CH:7]=1)C.O>CO.[Li+].[OH-].CN(C=O)C.Cl>[F:25][CH:18]([F:24])[C:14]1[CH:13]=[C:12]([C:9]2[CH:8]=[CH:7][C:6]([CH2:5][C:4]([OH:26])=[O:3])=[CH:11][CH:10]=2)[CH:17]=[CH:16][N:15]=1 |f:3.4|. Product: FC(C1=NC=CC(=C1)C1=CC=C(C=C1)CC(=O)O)F (2-(4-(2-(difluoromethyl)pyridin-4-yl)phenyl)acetic acid). Reactants: C(C)OC(CC1=CC=C(C=C1)C1=CC(=NC=C1)C(C(=O)OCC)(F)F)=O (ethyl 2-(4-(4-(2-ethoxy-2-oxoethyl)phenyl)pyridin-2-yl)-2,2-difluoroacetate), O (water). The solvent is CO (MeOH), [Li+].[OH-] (LiOH), CN(C)C=O (DMF), Cl (HCl). Reactants: OC=C1C(C2C=NN(C2CC1)C)=O (5-hydroxymethylene-1-methyl-1,3a,5,6,7,7a-hexahydro-indazol-4-one), OC=1C=C(C=CC1)NC(=N)N (N-(3-hydroxy-phenyl)-guanidine). Solvent: CN(C)C=O (DMF). Run at temperature 100 celsius, time 8 hour. Yields the product CN1N=CC2=C1CCC=1C=NC(=NC21)NC=2C=C(C=CC2)O (3-(7-Methyl-5,7-dihydro-6H-pyrazolo[3,4-h]quinazolin-2-ylamino)-phenol). Reaction SMILES: O[CH:2]=[C:3]1[CH2:11][CH2:10][CH:9]2[CH:5]([CH:6]=[N:7][N:8]2[CH3:12])[C:4]1=O.[OH:14][C:15]1[CH:16]=[C:17]([NH:21][C:22]([NH2:24])=[NH:23])[CH:18]=[CH:19][CH:20]=1>CN(C=O)C>[CH3:12][N:8]1[C:9]2[CH2:10][CH2:11][C:3]3[CH:2]=[N:23][C:22]([NH:21][C:17]4[CH:16]=[C:15]([OH:14])[CH:20]=[CH:19][CH:18]=4)=[N:24][C:4]=3[C:5]=2[CH:6]=[N:7]1. Procedure details: To the DMF solution of crude 5-hydroxymethylene-1-methyl-1,3a,5,6,7,7a-hexahydro-indazol-4-one was added 10 eq of N-(3-hydroxy-phenyl)-guanidine, the reaction mixture was stirred at 100° C. for overnight, LC/MS indicated one of the two peaks is the desired product. The DMF solution of reaction mixture was directly injected into prep HPLC, only a portion of the product mixture was purified. Reaction conditions: time 15 minute. Product: FC=1C=CC(=C(C1)C(=O)N1CC2=C(NC3=C1C=CC=C3)N=CC=C2)C ([5-Fluoro-2-(methyl)-phenyl]-(6,11-dihydro-5H-pyrido[2,3-b][1,5]benzodiazepin-6-yl)-methanone). Reactants: crude material, N1=CC=CC2=C1NC1=C(NC2)C=CC=C1 (6,11-Dihydro-5H-pyrido[2,3-b][1,5]benzodiazepine), C([O-])([O-])=O.[K+].[K+] (potassium carbonate), FC=1C=CC(=C(C(=O)Cl)C1)C (5-Fluoro-2-methyl benzoylchloride). The solvent is ClCCl (dichloromethane), CN(C=O)C (dimethylformamide), O (water), CN(C=O)C (dimethylformamide). RXN SMILES: [N:1]1[C:6]2[NH:7][C:8]3[CH:15]=[CH:14][CH:13]=[CH:12][C:9]=3[NH:10][CH2:11][C:5]=2[CH:4]=[CH:3][CH:2]=1.C(=O)([O-])[O-].[K+].[K+].[F:22][C:23]1[CH:24]=[CH:25][C:26]([CH3:32])=[C:27]([CH:31]=1)[C:28](Cl)=[O:29]>CN(C)C=O.O.ClCCl>[F:22][C:23]1[CH:24]=[CH:25][C:26]([CH3:32])=[C:27]([C:28]([N:10]2[C:9]3[CH:12]=[CH:13][CH:14]=[CH:15][C:8]=3[NH:7][C:6]3[N:1]=[CH:2][CH:3]=[CH:4][C:5]=3[CH2:11]2)=[O:29])[CH:31]=1 |f:1.2.3|. Reported procedure: To a solution of 6,11-dihydro-5H-pyrido[2,3-b][1,5]benzodiazepine of Example 1, Step B (2.0 g, 10.1 mmol) in dimethylformamide (15 mL) under nitrogen was added potassium carbonate (4.1 g, 29.7 mmol). The mixture was treated dropwise with a solution of crude 5-fluoro-2-methyl benzoyl chloride of Step A (15.0 mmol) in dimethylformamide (10 mL). After stirring at room temperature for 15 minutes, the mixture was diluted with water and stirred to give a solid mass which was collected by filtration. T... The yield is 55.8%. Reactants: ClC1=NC(=NC=C1C(F)(F)F)NC1=CC(=CC=C1)P(=O)(CCC)CCC (4-chloro-N-[3-(dipropylphosphoryl)phenyl]-5-(trifluoromethyl)pyrimidin-2-amine), ClC1=NC(=NC=C1C(F)(F)F)NC1=CC(=CC=C1)P(=O)(CCC)CCC (4-chloro-N-[3-(dipropylphosphoryl)phenyl]-5-(trifluoromethyl)pyrimidin-2-amine), NC=1C=CC(=C2CN(C(C12)=O)C)[C@@H]1CC[C@H](CC1)O (7-amino-4-(trans-4-hydroxycyclohexyl)-2-methyl-2,3-dihydro-1H-isoindol-1-one). Yields the product C(CC)P(=O)(CCC)C=1C=C(C=CC1)NC1=NC=C(C(=N1)NC=1C=CC(=C2CN(C(C12)=O)C)[C@@H]1CC[C@H](CC1)O)C(F)(F)F (7-{[2-{[3-(Dipropylphosphoryl)phenyl]amino}-5-(trifluoromethyl)pyrimidin-4-yl]amino}-4-(trans-4-hydroxycyclohexyl)-2-methyl-2,3-dihydro-1H-isoindol-1-one). Reaction SMILES: Cl[C:2]1[C:7]([C:8]([F:11])([F:10])[F:9])=[CH:6][N:5]=[C:4]([NH:12][C:13]2[CH:18]=[CH:17][CH:16]=[C:15]([P:19]([CH2:24][CH2:25][CH3:26])([CH2:21][CH2:22][CH3:23])=[O:20])[CH:14]=2)[N:3]=1.[NH2:27][C:28]1[CH:29]=[CH:30][C:31]([C@H:39]2[CH2:44][CH2:43][C@H:42]([OH:45])[CH2:41][CH2:40]2)=[C:32]2[C:36]=1[C:35](=[O:37])[N:34]([CH3:38])[CH2:33]2>>[CH2:21]([P:19]([C:15]1[CH:14]=[C:13]([NH:12][C:4]2[N:3]=[C:2]([NH:27][C:28]3[CH:29]=[CH:30][C:31]([C@H:39]4[CH2:44][CH2:43][C@H:42]([OH:45])[CH2:41][CH2:40]4)=[C:32]4[C:36]=3[C:35](=[O:37])[N:34]([CH3:38])[CH2:33]4)[C:7]([C:8]([F:11])([F:10])[F:9])=[CH:6][N:5]=2)[CH:18]=[CH:17][CH:16]=1)([CH2:24][CH2:25][CH3:26])=[O:20])[CH2:22][CH3:23]. Reported procedure: The title product was prepared according to the procedure for Example 102 using 4-chloro-N-[3-(dipropylphosphoryl)phenyl]-5-(trifluoromethyl)pyrimidin-2-amine (Compound 1688) and 7-amino-4-(trans-4-hydroxycyclohexyl)-2-methyl-2,3-dihydro-1H-isoindol-1-one. 1H NMR (400 MHz, DMSO-d6) δ 0.93 (t, J=7.33 Hz, 6H), 1.24-1.40 (m, 4H), 1.42-1.58 (m, 4H), 1.79 (d, J=12.88 Hz, 2H), 1.82-1.89 (m, 2H), 1.89-1.98 (m, 4H), 3.08 (s, 3H), 3.42-3.54 (m, 1H), 4.54 (s, 2H), 4.64 (br. s., 1H), 7.26 (br. s., 1H), 7.6... Reactants: CCO, Cl, [Na+], [OH-], CC(C)C1N=C(c2ccc(F)cc2)C=C(c2ccc(F)cc2)N1C=C(F)C(O)CC(O)CCC(=O)OC(C)(C)C. The product is CC(C)C1N=C(c2ccc(F)cc2)C=C(c2ccc(F)cc2)N1C=C(F)C(O)CC(O)CCC(=O)O. RXN SMILES: [CH3:44][CH2:45][OH:46].[ClH:43].[Na+:2].[OH-:1].[OH:3][CH:4]([CH2:5][CH2:6][C:7](=[O:8])[O:9][C:10]([CH3:11])([CH3:12])[CH3:13])[CH2:14][CH:15]([C:16](=[CH:17][N:18]1[CH:19]([CH:38]([CH3:39])[CH3:40])[N:20]=[C:21]([c:31]2[cH:32][cH:33][c:34]([F:37])[cH:35][cH:36]2)[CH:22]=[C:23]1[c:24]1[cH:25][cH:26][c:27]([F:30])[cH:28][cH:29]1)[F:41])[OH:42]>>[OH:3][CH:4]([CH2:5][CH2:6][C:7](=[O:8])[OH:9])[CH2:14][CH:15]([C:16](=[CH:17][N:18]1[CH:19]([CH:38]([CH3:39])[CH3:40])[N:20]=[C:21]([c:31]2[cH:32][cH:33][c:34]([F:37])[cH:35][cH:36]2)[CH:22]=[C:23]1[c:24]1[cH:25][cH:26][c:27]([F:30])[cH:28][cH:29]1)[F:41])[OH:42]. Reactants: O=C(NCC(F)(F)F)C1(CCCCBr)c2ccccc2-c2ccccc21, O, c1ccc(-c2ccc(N3CCNCC3)cc2)cc1. The product is O=C(NCC(F)(F)F)C1(CCCCN2CCN(c3ccc(-c4ccccc4)cc3)CC2)c2ccccc2-c2ccccc21. As a reaction SMILES: [F:19][C:20]([CH2:21][NH:22][C:23](=[O:24])[C:25]1([CH2:38][CH2:39][CH2:40][CH2:41][Br:42])[c:26]2[cH:27][cH:28][cH:29][cH:30][c:31]2-[c:32]2[cH:33][cH:34][cH:35][cH:36][c:37]21)([F:43])[F:44].[OH2:45].[c:1]1(-[c:13]2[cH:14][cH:15][cH:16][cH:17][cH:18]2)[cH:2][cH:3][c:4]([N:7]2[CH2:8][CH2:9][NH:10][CH2:11][CH2:12]2)[cH:5][cH:6]1>>[c:1]1(-[c:13]2[cH:14][cH:15][cH:16][cH:17][cH:18]2)[cH:2][cH:3][c:4]([N:7]2[CH2:8][CH2:9][N:10]([CH2:41][CH2:40][CH2:39][CH2:38][C:25]3([C:23]([NH:22][CH2:21][C:20]([F:19])([F:43])[F:44])=[O:24])[c:26]4[cH:27][cH:28][cH:29][cH:30][c:31]4-[c:32]4[cH:33][cH:34][cH:35][cH:36][c:37]43)[CH2:11][CH2:12]2)[cH:5][cH:6]1. Starting materials: O=C1CCC(=O)N1Br, ClC(Cl)(Cl)Cl, O=C1CCC(=O)N1, CCOC(=O)c1cnn(-c2ccc(C)cc2)n1. Yields the product CCOC(=O)c1cnn(-c2ccc(CBr)cc2)n1. As a reaction SMILES: [Br:18][N:19]1[C:20](=[O:21])[CH2:22][CH2:23][C:24]1=[O:25].[C:33]([Cl:34])([Cl:35])([Cl:36])[Cl:37].[O:26]=[C:27]1[NH:28][C:29](=[O:30])[CH2:31][CH2:32]1.[c:1]1([CH3:17])[cH:2][cH:3][c:4](-[n:7]2[n:8][cH:9][c:10]([C:12](=[O:13])[O:14][CH2:15][CH3:16])[n:11]2)[cH:5][cH:6]1>>[c:1]1([CH2:17][Br:18])[cH:2][cH:3][c:4](-[n:7]2[n:8][cH:9][c:10]([C:12](=[O:13])[O:14][CH2:15][CH3:16])[n:11]2)[cH:5][cH:6]1.